From a dataset of the Open Reaction Database (ORD), a public repository of structured organic reaction records. describe an organic reaction: reactants, conditions, products, and yield Starting materials: ClC1=CC=C(N)C=C1 (4-chloroaniline), C([O-])(O)=O.[Na+] (sodium bicarbonate), BrC(C(=O)OCC)(C)C (ethyl 2-bromo-2-methylpropanoate). Reaction conditions: temperature 140 celsius. Yields the product ClC1=CC=C(C=C1)NC(C(=O)OCC)(C)C (ethyl 2-(4-chlorophenylamino)-2-methylpropanoate). Isolated yield 31.6%. As a reaction SMILES: [Cl:1][C:2]1[CH:8]=[CH:7][C:5]([NH2:6])=[CH:4][CH:3]=1.C(=O)(O)[O-].[Na+].Br[C:15]([CH3:22])([CH3:21])[C:16]([O:18][CH2:19][CH3:20])=[O:17]>>[Cl:1][C:2]1[CH:8]=[CH:7][C:5]([NH:6][C:15]([CH3:22])([CH3:21])[C:16]([O:18][CH2:19][CH3:20])=[O:17])=[CH:4][CH:3]=1 |f:1.2|. Procedure: A mixture of 4-chloroaniline (2 g, 15.7 mmol), sodium bicarbonate (1.58 g, 18.8 mmol) and ethyl 2-bromo-2-methylpropanoate (6.12 g, 31.4 mmol) was heated at 140° C. in microwave reactor for 2 h. The reaction was cooled to rt and filtered. The filtrate was concentrated and purified by flash column chromatography using 0-40% EtOAc in heptanes as eluent. The product containing fractions were collected, concentrated, and dried under high vacuum overnight to give ethyl 2-(4-chlorophenylamino)-2-methy... Reactants: Cl.N[C@H]1[C@@H](C1)C1=CC=C(C=C1)NC(C1=CC(=CC=C1)C(F)(F)F)=O (N-[4-(trans-2-aminocyclopropyl)phenyl]-3-(trifluoromethyl)benzamide hydrochloride), CN1CCC(CC1)=O (1-methylpiperidin-4-one), C(O)([O-])=O.[Na+] (sodium hydrogen carbonate), [BH4-].[Na+] (sodium borohydride), C(O)([O-])=O.[Na+] (sodium hydrogen carbonate). The solvent is CO (methanol), C1CCOC1 (THF). Conditions: temperature 60 celsius, time 2 hour. Product: Cl.Cl.CN1CCC(CC1)N[C@H]1[C@@H](C1)C1=CC=C(C=C1)NC(C1=CC(=CC=C1)C(F)(F)F)=O (N-(4-{trans-2-[(1-methylpiperidin-4-yl)amino]cyclopropyl}phenyl)-3-(trifluoromethyl)benzamide dihydrochloride). Yield: 72.8%. As a reaction SMILES: [ClH:1].[NH2:2][C@@H:3]1[CH2:5][C@H:4]1[C:6]1[CH:11]=[CH:10][C:9]([NH:12][C:13](=[O:24])[C:14]2[CH:19]=[CH:18][CH:17]=[C:16]([C:20]([F:23])([F:22])[F:21])[CH:15]=2)=[CH:8][CH:7]=1.[CH3:25][N:26]1[CH2:31][CH2:30][C:29](=O)[CH2:28][CH2:27]1.C(=O)([O-])O.[Na+].[BH4-].[Na+]>CO.C1COCC1>[ClH:1].[ClH:1].[CH3:25][N:26]1[CH2:31][CH2:30][CH:29]([NH:2][C@@H:3]2[CH2:5][C@H:4]2[C:6]2[CH:7]=[CH:8][C:9]([NH:12][C:13](=[O:24])[C:14]3[CH:19]=[CH:18][CH:17]=[C:16]([C:20]([F:22])([F:23])[F:21])[CH:15]=3)=[CH:10][CH:11]=2)[CH2:28][CH2:27]1 |f:0.1,3.4,5.6,9.10.11|. Procedure: To a solution of N-[4-(trans-2-aminocyclopropyl)phenyl]-3-(trifluoromethyl)benzamide hydrochloride (80 mg) in methanol (3 mL)/THF (3 mL) were added 1-methylpiperidin-4-one (33.0 mg) and sodium hydrogen carbonate (37.7 mg). The mixture was stirred at 60° C. for 2 hr, and ice-cooled to 0° C. and sodium borohydride (17.0 mg) was added. The mixture was stirred at room temperature for 2 hr, and ice-cooled to 0° C., and saturated aqueous sodium hydrogen carbonate solution was added. The mixture was ex... Starting materials: Cl.ClCCN1CCOCC1 (4-(2-chloroethyl)morpholine hyrdochloride), C([O-])([O-])=O.[K+].[K+] (Potassium carbonate), [I-].[Na+] (sodium iodide), C1(=CC=CC=C1)C=1C(C(=NN1)N)=NNC1=CC=CC=C1 (5-Phenyl-4-(phenylhydrazono)-4H-pyrazol-3-ylamine). The solvent is C(C)#N (acetonitrile). Reaction conditions: time 8 hour. The product is N1(CCOCC1)CCNC1=NN=C(C1=NNC1=CC=CC=C1)C1=CC=CC=C1 ((2-morpholin-4-ylethyl)[5-phenyl-4-(phenylhydrazono)-4H-pyrazol-3-yl]amine). RXN SMILES: [C:1]1([C:7]2[C:8](=[N:13][NH:14][C:15]3[CH:20]=[CH:19][CH:18]=[CH:17][CH:16]=3)[C:9]([NH2:12])=[N:10][N:11]=2)[CH:6]=[CH:5][CH:4]=[CH:3][CH:2]=1.C(=O)([O-])[O-].[K+].[K+].[I-].[Na+].Cl.Cl[CH2:31][CH2:32][N:33]1[CH2:38][CH2:37][O:36][CH2:35][CH2:34]1>C(#N)C>[N:33]1([CH2:32][CH2:31][NH:12][C:9]2[C:8](=[N:13][NH:14][C:15]3[CH:16]=[CH:17][CH:18]=[CH:19][CH:20]=3)[C:7]([C:1]3[CH:2]=[CH:3][CH:4]=[CH:5][CH:6]=3)=[N:11][N:10]=2)[CH2:38][CH2:37][O:36][CH2:35][CH2:34]1 |f:1.2.3,4.5,6.7|. Procedure: 5-Phenyl-4-(phenylhydrazono)-4H-pyrazol-3-ylamine (65 mg, 0.25 mmol) was dissolved in 5 mL of acetonitrile. Potassium carbonate (70 mg, 0.5 mmol) and a catalytic amount of sodium iodide were added and the solution was heated to reflux. 4-(2-chloroethyl)morpholine hyrdochloride (50 mg, 0.25 mmol) was added in small portions over 30 min. After heating at reflux for 6 hours, the reaction was allowed to cool to ambient temperature and was stirred overnight. Some of the residual 4-(2-chloroethyl)morp... The reactants are [OH-].[Na+] (NaOH), C(C)(C)OC(=O)N1C2=C(C(CCC1)=O)C=CC=C2 (5-Oxo-2,3,4,5-tetrahydro-benzo[b]azepine-1-carboxylic acid isopropyl ester), FC(C=1C=C(CN)C=C(C1)C(F)(F)F)(F)F (3,5-Bis(trifluoromethyl)benzylamine), [BH4-].[Na+] (sodium borohydride). Reagents/catalysts: CC([O-])C.[Ti+4].CC([O-])C.CC([O-])C.CC([O-])C (titanium(IV) isopropoxide). Run in CO (methanol). Run at time 6 hour. The product is C(C)(C)OC(=O)N1C2=C(C(CCC1)NCC1=CC(=CC(=C1)C(F)(F)F)C(F)(F)F)C=CC=C2 (5-(3,5-Bis-trifluoromethyl-benzylamino)-2,3,4,5-tetrahydro-benzo[b]azepine-1-carboxylic acid isopropyl ester). RXN SMILES: [CH:1]([O:4][C:5]([N:7]1[CH2:13][CH2:12][CH2:11][C:10](=O)[C:9]2[CH:15]=[CH:16][CH:17]=[CH:18][C:8]1=2)=[O:6])([CH3:3])[CH3:2].[F:19][C:20]([F:34])([F:33])[C:21]1[CH:22]=[C:23]([CH:26]=[C:27]([C:29]([F:32])([F:31])[F:30])[CH:28]=1)[CH2:24][NH2:25].[BH4-].[Na+].[OH-].[Na+]>CO.CC(C)[O-].[Ti+4].CC(C)[O-].CC(C)[O-].CC(C)[O-]>[CH:1]([O:4][C:5]([N:7]1[CH2:13][CH2:12][CH2:11][CH:10]([NH:25][CH2:24][C:23]2[CH:26]=[C:27]([C:29]([F:30])([F:31])[F:32])[CH:28]=[C:21]([C:20]([F:19])([F:33])[F:34])[CH:22]=2)[C:9]2[CH:15]=[CH:16][CH:17]=[CH:18][C:8]1=2)=[O:6])([CH3:3])[CH3:2] |f:2.3,4.5,7.8.9.10.11|. Procedure details: A mixture of 5-Oxo-2,3,4,5-tetrahydro-benzo[b]azepine-1-carboxylic acid isopropyl ester (283 mg, 1.14 mmol), 3,5-Bis(trifluoromethyl)benzylamine (304 mg, 1.25 mmol) and titanium(IV) isopropoxide (0.43 ml, 1.43 mmol) was stirred at room temperature for 6 hours. The mixture was diluted with methanol (5 ml) and treated with sodium borohydride (65 mg, 1.71 mmol), then stirred at room temperature for 18 hours. The mixture was treated with 0.1N NaOH (25 ml) and stirred for 10 minutes, then filtered th... Reactants: ClC=1C=C(C=CC1)C1NCCC1 ((RS)-2-(3-chloro-phenyl)-pyrrolidine), ClC1=CC=C(C=C1)S(=O)(=O)Cl (4-chloro-benzenesulfonyl chloride). The product is ClC1=CC=C(C=C1)S(=O)(=O)N1C(CCC1)C1=CC(=CC=C1)Cl ((RS)-1-(4-Chloro-benzenesulfonyl)-2-(3-chloro-phenyl)-pyrrolidine). Reaction SMILES: [Cl:1][C:2]1[CH:3]=[C:4]([CH:8]2[CH2:12][CH2:11][CH2:10][NH:9]2)[CH:5]=[CH:6][CH:7]=1.[Cl:13][C:14]1[CH:19]=[CH:18][C:17]([S:20](Cl)(=[O:22])=[O:21])=[CH:16][CH:15]=1>>[Cl:13][C:14]1[CH:19]=[CH:18][C:17]([S:20]([N:9]2[CH2:10][CH2:11][CH2:12][CH:8]2[C:4]2[CH:5]=[CH:6][CH:7]=[C:2]([Cl:1])[CH:3]=2)(=[O:22])=[O:21])=[CH:16][CH:15]=1. Reported procedure: The title compound, light brown solid, m.p. 99° C. and MS: m/e=355 (M+) was prepared in accordance with the general method of example 1e from (RS)-2-(3-chloro-phenyl)-pyrrolidine and 4-chloro-benzenesulfonyl chloride. Reactants: N#Cc1ccccc1-c1ccc(CBr)c(Cl)c1, CCCC(=O)CC(=O)OCC, Cl, [H-], [Na+], C1CCOC1. The product is CCCC(=O)C(Cc1ccc(-c2ccccc2C#N)cc1Cl)C(=O)OCC. RXN SMILES: [Br:14][CH2:15][c:16]1[c:17]([Cl:30])[cH:18][c:19](-[c:22]2[c:23]([C:28]#[N:29])[cH:24][cH:25][cH:26][cH:27]2)[cH:20][cH:21]1.[C:3]([CH2:4][CH2:5][CH3:6])(=[O:7])[CH2:8][C:9](=[O:10])[O:11][CH2:12][CH3:13].[ClH:31].[H-:1].[Na+:2].[O:32]1[CH2:33][CH2:34][CH2:35][CH2:36]1>>[C:3]([CH2:4][CH2:5][CH3:6])(=[O:7])[CH:8]([C:9](=[O:10])[O:11][CH2:12][CH3:13])[CH2:15][c:16]1[c:17]([Cl:30])[cH:18][c:19](-[c:22]2[c:23]([C:28]#[N:29])[cH:24][cH:25][cH:26][cH:27]2)[cH:20][cH:21]1. Reaction SMILES: C([O:3][C:4]([C:6]1[C:7]2[CH2:14][CH2:13][CH2:12][C:11](=[O:15])[C:8]=2[S:9][CH:10]=1)=[O:5])C.[OH-].[Na+].O.Cl>CO.O1CCCC1>[O:15]=[C:11]1[C:8]2[S:9][CH:10]=[C:6]([C:4]([OH:5])=[O:3])[C:7]=2[CH2:14][CH2:13][CH2:12]1 |f:1.2,3.4|. Run at time 45 minute. Run in CO (methanol), O1CCCC1 (tetrahydrofuran). Product: O=C1CCCC2=C1SC=C2C(=O)O (7-Oxo-4,5,6,7-tetrahydro-benzo[b]thiophene-3-carboxylic acid). Procedure details: To a mixture solution of 7-Oxo-4,5,6,7-tetrahydro-benzo[b]thiophene-3-carboxylic acid ethyl ester (21.6 g) in methanol (50 mL) and tetrahydrofuran (50 mL) was added in several portions an aqueous solution of 2N sodium hydroxide (77 mL) on an ice bath. After the solution was stirred for 45 minutes and the pH of solution was adjusted to 2 with 2N hydrochloric acid water, the organic solvent was removed by evaporation. Water was added to the residue to suspend, the solid was collected by filtration... The yield is 95.8%. Starting materials: C(C)OC(=O)C=1C2=C(SC1)C(CCC2)=O (7-Oxo-4,5,6,7-tetrahydro-benzo[b]thiophene-3-carboxylic acid ethyl ester), [OH-].[Na+] (sodium hydroxide), O.Cl (hydrochloric acid water). The reactants are CC(C)C[Al+]CC(C)C, COc1ccc2c(CCN)c[nH]c2c1, Cc1ccccc1, [H-]. Product: NCCc1c[nH]c2cc(O)ccc12. RXN SMILES: [CH2:2]([Al+:3][CH2:4][CH:5]([CH3:6])[CH3:7])[CH:8]([CH3:9])[CH3:10].[CH3:11][O:12][c:13]1[cH:14][cH:15][c:16]2[c:17]([CH2:22][CH2:23][NH2:24])[cH:18][nH:19][c:20]2[cH:21]1.[CH3:25][c:26]1[cH:27][cH:28][cH:29][cH:30][cH:31]1.[H-:1]>>[OH:12][c:13]1[cH:14][cH:15][c:16]2[c:17]([CH2:22][CH2:23][NH2:24])[cH:18][nH:19][c:20]2[cH:21]1. The yield is 94.2%. The solvent is C(C)OCC (diethyl ether). Reaction SMILES: [H-].[Al+3].[Li+].[H-].[H-].[H-].[C:7](O)(=[O:25])[CH2:8][CH2:9][CH2:10][CH2:11]/[CH:12]=[CH:13]\[CH2:14]/[CH:15]=[CH:16]\[CH2:17]/[CH:18]=[CH:19]\[CH2:20][CH2:21][CH2:22][CH2:23][CH3:24].O.S(=O)(=O)(O)O>C(OCC)C>[CH2:7]([OH:25])[CH2:8][CH2:9][CH2:10][CH2:11]/[CH:12]=[CH:13]\[CH2:14]/[CH:15]=[CH:16]\[CH2:17]/[CH:18]=[CH:19]\[CH2:20][CH2:21][CH2:22][CH2:23][CH3:24] |f:0.1.2.3.4.5|. Product: C(CCCC\C=C/C\C=C/C\C=C/CCCCC)O (z,z,z,-octadeca-6,9,12-trienol). Procedure: To a suspension of lithium aluminium hydride (50 g) in diethyl ether (1400 ml) under nitrogen was added dropwise with stirring a solution of z,z,z-octadeca-6,9,12-trienoic acid (97%, 200 g) at such a rate that a steady reflux occurred. The mixture was heated under reflux for 4 hours. After cooling to 0°-5° C., water (200 ml) was added cautiously to break down the complex, still maintaining a blanket of nitrogen. To the resulting slurry was added a 10% aqueous solution of sulphuric acid (1500 ml)... Starting materials: [H-].[Al+3].[Li+].[H-].[H-].[H-] (lithium aluminium hydride), C(CCCC\C=C/C\C=C/C\C=C/CCCCC)(=O)O (z,z,z-octadeca-6,9,12-trienoic acid), O (water), aqueous solution, S(O)(O)(=O)=O (sulphuric acid). Starting materials: BrC1=NC=C(C=C1)Br (2,5-dibromopyridine), N1CCNCC1 (piperazine). Yields the product BrC=1C=CC(=NC1)N1CCNCC1 (5-bromo-2-(piperazin-1-yl)pyridine), desired product. As a reaction SMILES: Br[C:2]1[CH:7]=[CH:6][C:5]([Br:8])=[CH:4][N:3]=1.[NH:9]1[CH2:14][CH2:13][NH:12][CH2:11][CH2:10]1>>[Br:8][C:5]1[CH:6]=[CH:7][C:2]([N:9]2[CH2:14][CH2:13][NH:12][CH2:11][CH2:10]2)=[N:3][CH:4]=1. Procedure details: The 5-bromo-2-(piperazin-1-yl)pyridine was prepared by heating a mixture of 2,5-dibromopyridine (10.0 g, 42.4 mmol) and piperazine (7.98 g, 92.8 mmol) as a melt at 125° for 3 h. On cooling to room temperature the mixture was triturated with methanol-dichloromethane to afford the desired product (7.0 g) as a beige solid. δH (CDCl3) 8.18 (1H, d, J 2.1 Hz), 7.25 (1H, dd, J 9.1, 2.1 Hz), 6.52 (1H, d, J 9.1 Hz), 3.47 (4H, m), 2.97 (4H, m) and 1.75 (1H br s).